This data is from the Open Reaction Database (ORD), a public repository of structured organic reaction records. The task is: describe an organic reaction: reactants, conditions, products, and yield Yields the product Cc1ccc(NC(=O)c2ccnc(N3CCCC3)c2)cc1-c1ccc2c(C)noc2c1. The reactants are Cc1noc2cc(Br)ccc12, Cc1ccc(NC(=O)c2ccnc(N3CCCC3)c2)cc1B1OC(C)(C)C(C)(C)O1, COCCOC, [Na+], [Na+], O=C([O-])[O-]. RXN SMILES: [Br:1][c:2]1[cH:3][c:4]2[c:5]([c:6]([CH3:9])[n:7][o:8]2)[cH:10][cH:11]1.[CH3:12][c:13]1[c:14]([B:33]2[O:34][C:35]([CH3:36])([CH3:37])[C:38]([CH3:39])([CH3:40])[O:41]2)[cH:15][c:16]([NH:19][C:20]([c:21]2[cH:22][c:23]([N:27]3[CH2:28][CH2:29][CH2:30][CH2:31]3)[n:24][cH:25][cH:26]2)=[O:32])[cH:17][cH:18]1.[CH3:48][O:49][CH2:50][CH2:51][O:52][CH3:53].[Na+:42].[Na+:43].[O-:44][C:45](=[O:46])[O-:47]>>[c:2]1(-[c:14]2[c:13]([CH3:12])[cH:18][cH:17][c:16]([NH:19][C:20]([c:21]3[cH:22][c:23]([N:27]4[CH2:28][CH2:29][CH2:30][CH2:31]4)[n:24][cH:25][cH:26]3)=[O:32])[cH:15]2)[cH:3][c:4]2[c:5]([c:6]([CH3:9])[n:7][o:8]2)[cH:10][cH:11]1. As a reaction SMILES: [Na].[C:2]([C:5]1[CH:6]=[C:7]2[C:12](=[C:13]([CH2:16][CH2:17][CH3:18])[C:14]=1[OH:15])[N:11]=[C:10]([C:19]([O:21][CH2:22][CH3:23])=[O:20])[CH:9]=[C:8]2[CH3:24])(=[O:4])[CH3:3].[C:25](OCC)(=O)[C:26]([O:28][CH2:29][CH3:30])=[O:27].Cl>C(O)C>[CH3:24][C:8]1[C:7]2[C:12](=[C:13]([CH2:16][CH2:17][CH3:18])[C:14]3[O:15][C:25]([C:26]([O:28][CH2:29][CH3:30])=[O:27])=[CH:3][C:2](=[O:4])[C:5]=3[CH:6]=2)[N:11]=[C:10]([C:19]([O:21][CH2:22][CH3:23])=[O:20])[CH:9]=1 |^1:0|. The product is CC1=CC(=NC2=C(C3=C(C=C12)C(C=C(O3)C(=O)OCC)=O)CCC)C(=O)OCC (Diethyl 6-methyl-4-oxo-10-propyl-4H-pyrano[3,2-g]quinoline-2,8-dicarboxylate). Solvent: C(C)O (ethanol). The reactants are Cl (HCl), C(C)(=O)C=1C=C2C(=CC(=NC2=C(C1O)CCC)C(=O)OCC)C (Ethyl 6-acetyl-7-hydroxy-4-methyl-8-propylquinoline-2-carboxylate), C(C(=O)OCC)(=O)OCC (diethyl oxalate), [Na] (Sodium). Procedure: Sodium (2.925 g) was dissolved in dry ethanol (380 ml) and the product of step (b) (8 g) was added together with diethyl oxalate (8.7 ml). After 2 hours at reflux, the mixture was cooled and acidified with gaseous HCl, until the suspension was yellow and the pH about 2. The mixture was then refluxed 30 minutes, cooled and evaporated. The residue obtained was washed with dilute sodium bicarbonate solution, dried to give the sub-title compound, 7.8 g from ethanol, mp 183°-4°. Conditions: temperature 150 celsius, time 2 hour. The product is C1(=CC=CC=C1)C=1CCN(CC1)CCCCN1C(NC(C2=C(C=CC=C12)[N+](=O)[O-])=O)=O (1-[4-(4-phenyl-1,2,3,6-tetrahydropyridin-1-yl)butyl]-5-nitro-2,4(1H,3H)-quinazolinedione). Starting materials: C1(=CC=CC=C1)C=1CCN(CC1)CCCCNC1=C(C(=O)N)C(=CC=C1)[N+](=O)[O-] (2-[4-(4-phenyl-1,2,3,6-tetrahydropyridin-1-yl)butylamino]-6-nitrobenzamide), N,N'-carbonyldiimidazole, O1CCOCC1 (dioxane). As a reaction SMILES: [C:1]1([C:7]2[CH2:8][CH2:9][N:10]([CH2:13][CH2:14][CH2:15][CH2:16][NH:17][C:18]3[CH:26]=[CH:25][CH:24]=[C:23]([N+:27]([O-:29])=[O:28])[C:19]=3[C:20]([NH2:22])=[O:21])[CH2:11][CH:12]=2)[CH:6]=[CH:5][CH:4]=[CH:3][CH:2]=1.[O:30]1CCOC[CH2:31]1>>[C:1]1([C:7]2[CH2:12][CH2:11][N:10]([CH2:13][CH2:14][CH2:15][CH2:16][N:17]3[C:18]4[C:19](=[C:23]([N+:27]([O-:29])=[O:28])[CH:24]=[CH:25][CH:26]=4)[C:20](=[O:21])[NH:22][C:31]3=[O:30])[CH2:9][CH:8]=2)[CH:6]=[CH:5][CH:4]=[CH:3][CH:2]=1. Procedure details: A mixture of 2-[4-(4-phenyl-1,2,3,6-tetrahydropyridin-1-yl)butylamino]-6-nitrobenzamide (300 mg) and N,N'-carbonyldiimidazole (554 mg) in dioxane (3 ml) was stirred for 2 hours at 150° C. The solvent was removed during the reaction. The residue was crystallized from a mixture of ethanol and ether. The crude crystalline materials were collected, washed with methylene chloride, and recrystallized from ethanol to afford 1-[4-(4-phenyl-1,2,3,6-tetrahydropyridin-1-yl)butyl]-5-nitro-2,4(1H,3H)-quinazo... The reactants are Clc1ncc(Br)cn1, CC#N, CCN(C(C)C)C(C)C, OC1CCNCC1. The product is OC1CCN(c2ncc(Br)cn2)CC1. As a reaction SMILES: [Br:17][c:18]1[cH:19][n:20][c:21]([Cl:24])[n:22][cH:23]1.[CH3:25][C:26]#[N:27].[CH:8]([N:9]([CH:10]([CH3:11])[CH3:12])[CH2:13][CH3:14])([CH3:15])[CH3:16].[OH:1][CH:2]1[CH2:3][CH2:4][NH:5][CH2:6][CH2:7]1>>[OH:1][CH:2]1[CH2:3][CH2:4][N:5]([c:21]2[n:20][cH:19][c:18]([Br:17])[cH:23][n:22]2)[CH2:6][CH2:7]1. Starting materials: NC1=C(C=CC=C1)NC(C1=C(C=NC=C1NC1=C(C=C(C=C1)I)F)F)=O (N-(2-aminophenyl)-3-fluoro-5-[(2-fluoro-4-iodophenyl)amino]isonicotinamide), O1CCCC1 (terahydrofurane), C[Si](N[Si](C)(C)C)(C)C (hexamethyl disilazane). Conditions: time 18 hour. The product is C(C)(=O)NC1=C(C=CC=C1)NC(C1=C(C=NC=C1NC1=C(C=C(C=C1)I)F)F)=O (N-(2-acetamidophenyl)-3-fluoro-5-[(2-fluoro-4-iodophenyl)amino]isonicotinamide). RXN SMILES: [NH2:1][C:2]1[CH:7]=[CH:6][CH:5]=[CH:4][C:3]=1[NH:8][C:9](=[O:26])[C:10]1[C:15]([NH:16][C:17]2[CH:22]=[CH:21][C:20]([I:23])=[CH:19][C:18]=2[F:24])=[CH:14][N:13]=[CH:12][C:11]=1[F:25].C[Si](C)(C)N[Si](C)(C)C.[O:36]1CC[CH2:38][CH2:37]1>>[C:37]([NH:1][C:2]1[CH:7]=[CH:6][CH:5]=[CH:4][C:3]=1[NH:8][C:9](=[O:26])[C:10]1[C:15]([NH:16][C:17]2[CH:22]=[CH:21][C:20]([I:23])=[CH:19][C:18]=2[F:24])=[CH:14][N:13]=[CH:12][C:11]=1[F:25])(=[O:36])[CH3:38]. Procedure details: 69 mg of N-(2-aminophenyl)-3-fluoro-5-[(2-fluoro-4-iodophenyl)amino]isonicotinamide (0.148 mmol, 1 eq.) were dissolved in 1 mL of terahydrofurane under a nitrogen athmoshere, then 0.592 ml of a hexamethyl disilazane solution (1M in THF, 4 eq.) were added and stirring was continued at room temperature for 18 h. The reaction mixture was partitioned between 20 ml of ethyl acetate and 15 ml of aqueouse HCL solution (1M). The aqueouse layer was reextracted twice with 20 ml of ethyl acetate each. The ... Starting materials: ClC1=CC(=NC=C1)C(=O)Cl (4-chloro-pyridine-2-carbonyl chloride), CC(C)(C)O (2-methyl-propan-2-ol), resultant mixture. The reagents and catalysts are CN(C)C=1C=CN=CC1 (DMAP). Run in C(Cl)Cl (DCM), C(Cl)Cl (DCM), N1=CC=CC=C1 (pyridine). Product: C(C)(C)(C)OC(=O)C1=NC=CC(=C1)Cl (4-chloro-pyridine-2-carboxylic acid t-butyl ester). The yield is 49.2%. As a reaction SMILES: [Cl:1][C:2]1[CH:7]=[CH:6][N:5]=[C:4]([C:8](Cl)=[O:9])[CH:3]=1.[CH3:11][C:12]([OH:15])([CH3:14])[CH3:13]>C(Cl)Cl.CN(C1C=CN=CC=1)C.N1C=CC=CC=1>[C:12]([O:15][C:8]([C:4]1[CH:3]=[C:2]([Cl:1])[CH:7]=[CH:6][N:5]=1)=[O:9])([CH3:14])([CH3:13])[CH3:11]. Reported procedure: A solution of 4-chloro-pyridine-2-carbonyl chloride (150 g, 0.857 mol) in DCM (750 ml) was slowly added to a solution of 2-methyl-propan-2-ol (158.8 g, 2.14 mol) and DMAP (21 g, 0.171 mol) in DCM (750 mL) and pyridine (750 mL). The resultant mixture was stirred at 30° C. overnight. The reaction mixture was concentrated in vacuo and the residue was purified by chromatography to give 4-chloro-pyridine-2-carboxylic acid t-butyl ester (90 g, 49% yield) as a yellow solid. 1H NMR (CDCl3): δ 8.63 (d, J... The reactants are [OH-].[Na+] (NaOH), C12CCCC(CCC1)B2 (9-borabicyclo[3.3.1]nonane), C(=C)C1=CC=C(C(=O)OC(C)(C)C)C=C1 (t-butyl 4-vinylbenzoate), OO (hydrogen peroxide). Solvent: O (water), O1CCCC1 (tetrahydrofuran), O (water), O1CCCC1 (tetrahydrofuran). Run at time 3 hour. Yields the product OCCC1=CC=C(C(=O)OC(C)(C)C)C=C1 (t-butyl 4-(2-hydroxyethyl)benzoate). RXN SMILES: C12BC(CCC1)CCC2.[CH:10]([C:12]1[CH:24]=[CH:23][C:15]([C:16]([O:18][C:19]([CH3:22])([CH3:21])[CH3:20])=[O:17])=[CH:14][CH:13]=1)=[CH2:11].[OH-:25].[Na+].OO>O1CCCC1.O>[OH:25][CH2:11][CH2:10][C:12]1[CH:24]=[CH:23][C:15]([C:16]([O:18][C:19]([CH3:20])([CH3:22])[CH3:21])=[O:17])=[CH:14][CH:13]=1 |f:2.3|. Procedure: A solution of 9-borabicyclo[3.3.1]nonane (9-BBN, 5.65 g, 46.3 mmol) in anhydrous tetrahydrofuran was added to a solution of t-butyl 4-vinylbenzoate (8.47 g, 42.1 mmol) prepared in the Preparative Example 102 in anhydrous tetrahydrofuran in a nitrogen stream. The obtained mixture was stirred at room temperature for 3 hours. 15 ml of water and 17 ml of 3N NaOH were added to the reaction mixture successively, followed by the dropwise addition of 30% aqueous hydrogen peroxide at 50° C. or below. The... The product is C1(CC1)COC1CCC(CC1)C(=O)O (4-[(Cyclopropylmethyl)oxy]cyclohexanecarboxylic acid). Procedure: Ethyl 4-[(cyclopropylmethyl)oxy]cyclohexanecarboxylate (D99, 20.8 g, 45.8 mmol) was taken up in THF (50 mL)/methanol (50 mL). Sodium hydroxide (20 mL, 250 mmol, concentrated) was added to the solution which was left to stir o/n. The THF/methanol was evaporated and the crude residue washed with Et2O. The aqueous layer was acidified with 5 M HCl and extracted with EtOAc (2×). The EtOAc organics were combined, dried (Na2SO4) and the solvent evaporated to give a mixture of cis and trans 4-[(cyclopro... RXN SMILES: [CH:1]1([CH2:4][O:5][C@H:6]2[CH2:11][CH2:10][C@H:9]([C:12]([O:14]CC)=[O:13])[CH2:8][CH2:7]2)[CH2:3][CH2:2]1.CO.[OH-].[Na+].C1(CO[C@H]2CC[C@H](C(O)=O)CC2)CC1>C1COCC1>[CH:1]1([CH2:4][O:5][CH:6]2[CH2:11][CH2:10][CH:9]([C:12]([OH:14])=[O:13])[CH2:8][CH2:7]2)[CH2:2][CH2:3]1 |f:2.3|. Starting materials: C1(CC1)CO[C@@H]1CC[C@H](CC1)C(=O)OCC (trans ethyl 4-[(cyclopropylmethyl)oxy]cyclohexanecarboxylate), C1(CC1)CO[C@@H]1CC[C@H](CC1)C(=O)O (trans 4-[(cyclopropylmethyl)oxy]cyclohexanecarboxylic acid), CO (methanol), [OH-].[Na+] (Sodium hydroxide). Solvent: C1CCOC1 (THF). Reactants: N (ammonia), C(C)(C)(C)OC(=O)N1N=CC(=C1)C=1C=C2N=CC(=NC2=CC1)N(CC1=CC(=CC=C1)N1CCN(CC1)C)C (4-(2-{Methyl-[3-(4-methyl-piperazin-1-yl)-benzyl]-amino}-quinoxalin-6-yl)-pyrazole-1-carboxylic acid tert-butyl ester), Cl (HCl). Run in C1CCOC1 (THF), O1CCOCC1 (1,4-dioxane), O1CCOCC1 (dioxane). Reaction conditions: time 1 hour. The product is CN(C1=NC2=CC=C(C=C2N=C1)C=1C=NNC1)CC1=CC(=CC=C1)N1CCN(CC1)C (Methyl-[3-(4-methyl-piperazin-1-yl)-benzyl]-[6-(1H-pyrazol-4-yl)-quinoxalin-2-yl]-amine). Yield: 56501.7%. RXN SMILES: C(OC([N:8]1[CH:12]=[C:11]([C:13]2[CH:14]=[C:15]3[C:20](=[CH:21][CH:22]=2)[N:19]=[C:18]([N:23]([CH3:38])[CH2:24][C:25]2[CH:30]=[CH:29][CH:28]=[C:27]([N:31]4[CH2:36][CH2:35][N:34]([CH3:37])[CH2:33][CH2:32]4)[CH:26]=2)[CH:17]=[N:16]3)[CH:10]=[N:9]1)=O)(C)(C)C.Cl.N>O1CCOCC1.C1COCC1>[CH3:38][N:23]([CH2:24][C:25]1[CH:30]=[CH:29][CH:28]=[C:27]([N:31]2[CH2:32][CH2:33][N:34]([CH3:37])[CH2:35][CH2:36]2)[CH:26]=1)[C:18]1[CH:17]=[N:16][C:15]2[C:20](=[CH:21][CH:22]=[C:13]([C:11]3[CH:12]=[N:8][NH:9][CH:10]=3)[CH:14]=2)[N:19]=1. Procedure details: To a solution of 4-(2-{Methyl-[3-(4-methyl-piperazin-1-yl)-benzyl]-amino}-quinoxalin-6-yl)-pyrazole-1-carboxylic acid tert-butyl ester (0.110 g, 0.000214 mmol) in 1,4-dioxane (1.5 mL), was added HCl in dioxane (1.0 ml) at room temperature. The mixture was stirred for 1 hour. After completion of the reaction, the reaction mixture was concentrated and washed with diethyl ether (5.0 mL) to afford the crude compound (0.075 g). The compound was basified by ammonia in THF and then further purified by ... Starting materials: CC(Cl)c1cccnc1, OCCC1CCN(CC2=CC=CC=C2)C1. The reagents and catalysts are O=C([O-])[O-].[Cs+].[Cs+] (cesium carbonate), [I-].[K+] (potassium iodide). Run in CN(C)C=O (DMF), CN(C)C=O (dmf), CN(C)C=O (DMF). Conditions: temperature 70 celsius, time 16 hour. Yields the product CC(C%26=CC=CN=C%26)OCCC%27CCN(CC%28=CC=CC=C%28)C%27.